Dataset: the Open Reaction Database (ORD), a public repository of structured organic reaction records. Task: describe an organic reaction: reactants, conditions, products, and yield The reactants are CC(C)C1=C(C(=CC(=C1)C(C)C)C(C)C)CC(=O)C=1C(=C(C(=CC1)C(C)C)OS(N)(=O)=O)C(C)C (Sulfamic acid[[2,4,6-tris(1-methylethyl)-phenyl]acetyl]-2,6-bis(1-methylethyl)phenyl ester), C(C)(C)C1=C(C[Mg]Br)C(=CC(=C1)C(C)C)C(C)C (2,4,6-triisopropylbenzyl magnesium bromide), C(C1=CC=CC=C1)[Mg]Cl (benzylmagnesium chloride). Yields the product C1(=CC=CC=C1)CC(=O)C=1C(=C(C(=CC1)C(C)C)OS(N)(=O)=O)C(C)C (sulfamic acid(phenylacetyl)-2,6-bis-(1-methylethyl)phenyl ester). Reaction SMILES: CC([C:4]1[CH:9]=[C:8](C(C)C)[CH:7]=[C:6](C(C)C)[C:5]=1[CH2:16][C:17]([C:19]1[C:20]([CH:33]([CH3:35])[CH3:34])=[C:21]([O:28][S:29](=[O:32])(=[O:31])[NH2:30])[C:22]([CH:25]([CH3:27])[CH3:26])=[CH:23][CH:24]=1)=[O:18])C.C(C1C=C(C(C)C)C=C(C(C)C)C=1C[Mg]Br)(C)C.C([Mg]Cl)C1C=CC=CC=1>>[C:5]1([CH2:16][C:17]([C:19]2[C:20]([CH:33]([CH3:35])[CH3:34])=[C:21]([O:28][S:29](=[O:31])(=[O:32])[NH2:30])[C:22]([CH:25]([CH3:27])[CH3:26])=[CH:23][CH:24]=2)=[O:18])[CH:6]=[CH:7][CH:8]=[CH:9][CH:4]=1. Procedure details: This compound was prepared in the same manner as the title compound of Example 5, except that 2,4,6-triisopropylbenzyl magnesium bromide was replaced with benzylmagnesium chloride (commercially available), mp 150°-152° C.